Dataset: the Open Reaction Database (ORD), a public repository of structured organic reaction records. Task: describe an organic reaction: reactants, conditions, products, and yield Reaction SMILES: [C:1]([O:2][C:3](=[O:4])[NH:7][CH:8]1[C:9](=[O:28])[N:10]([CH2:17][c:18]2[c:19]([O:26][CH3:27])[cH:20][c:21]([O:24][CH3:25])[cH:22][cH:23]2)[CH2:11][CH2:12][C:13]([F:15])([F:16])[CH2:14]1)([CH3:5])([CH3:6])[CH3:29].[CH:37]([N:38]([CH2:39][CH3:40])[CH:41]([CH3:42])[CH3:43])([CH3:44])[CH3:45].[Cl:46][c:47]1[cH:48][cH:49][c:50]([S:53](=[O:54])(=[O:55])[Cl:56])[n:51][cH:52]1.[Cl:57][CH2:58][Cl:59].[ClH:30].[O:31]1[CH2:32][CH2:33][O:34][CH2:35][CH2:36]1>>[NH:7]([CH:8]1[C:9](=[O:28])[N:10]([CH2:17][c:18]2[c:19]([O:26][CH3:27])[cH:20][c:21]([O:24][CH3:25])[cH:22][cH:23]2)[CH2:11][CH2:12][C:13]([F:15])([F:16])[CH2:14]1)[S:53]([c:50]1[cH:49][cH:48][c:47]([Cl:46])[cH:52][n:51]1)(=[O:54])=[O:55]. Starting materials: COc1ccc(CN2CCC(F)(F)CC(NC(=O)OC(C)(C)C)C2=O)c(OC)c1, CCN(C(C)C)C(C)C, O=S(=O)(Cl)c1ccc(Cl)cn1, ClCCl, Cl, C1COCCO1. The product is COc1ccc(CN2CCC(F)(F)CC(NS(=O)(=O)c3ccc(Cl)cn3)C2=O)c(OC)c1. Reactants: COc1ccc(CO)cc1, CCOC(=O)N=NC(=O)OCC, O=C1C=CC(=O)N1, c1ccc(P(c2ccccc2)c2ccccc2)cc1. Product: COc1ccc(CN2C(=O)C=CC2=O)cc1. RXN SMILES: [CH3:32][O:33][c:34]1[cH:35][cH:36][c:37]([CH2:38][OH:39])[cH:40][cH:41]1.[O:20]=[C:21]([O:22][CH2:23][CH3:24])[N:25]=[N:26][C:27]([O:28][CH2:29][CH3:30])=[O:31].[O:42]=[C:43]1[NH:44][C:45](=[O:46])[CH:47]=[CH:48]1.[c:1]1([P:2]([c:3]2[cH:4][cH:5][cH:6][cH:7][cH:8]2)[c:9]2[cH:10][cH:11][cH:12][cH:13][cH:14]2)[cH:15][cH:16][cH:17][cH:18][cH:19]1>>[CH3:32][O:33][c:34]1[cH:35][cH:36][c:37]([CH2:38][N:44]2[C:43](=[O:42])[CH:48]=[CH:47][C:45]2=[O:46])[cH:40][cH:41]1. Starting materials: C(C)(C)(C)C1=C(C=C(OCC(=O)O)C=C1F)F ((4-tert-Butyl-3,5-difluorophenoxy)acetic acid), [Cl-].ClC1[NH+](CCN1C)C (2-chloro-1,3-dimethylimidazolinium chloride), Cl.N[C@H](C)C1=CC(=C(C=C1)NS(=O)(=O)C)F (N-{4-[(1R)-1-aminoethyl]-2-fluorophenyl}methanesulfonamide hydrochloride). Run in C(C)N(CC)CC (triethylamine). Yields the product C(C)(C)(C)C1=C(C=C(OCC(=O)N[C@H](C)C2=CC(=C(C=C2)NS(=O)(=O)C)F)C=C1F)F (2-(4-TERT-BUTYL-3,5-DIFLUOROPHENOXY)-N-((1R)-1-{3-FLUORO-4-[(METHYLSULFONYL)AMINO]PHENYL}ETHYL)ACETAMIDE). Yield: 36.9%. Reaction SMILES: [C:1]([C:5]1[C:15]([F:16])=[CH:14][C:8]([O:9][CH2:10][C:11]([OH:13])=O)=[CH:7][C:6]=1[F:17])([CH3:4])([CH3:3])[CH3:2].[Cl-].ClC1N(C)CC[NH+]1C.Cl.[NH2:28][C@@H:29]([C:31]1[CH:36]=[CH:35][C:34]([NH:37][S:38]([CH3:41])(=[O:40])=[O:39])=[C:33]([F:42])[CH:32]=1)[CH3:30]>C(N(CC)CC)C>[C:1]([C:5]1[C:6]([F:17])=[CH:7][C:8]([O:9][CH2:10][C:11]([NH:28][C@@H:29]([C:31]2[CH:36]=[CH:35][C:34]([NH:37][S:38]([CH3:41])(=[O:40])=[O:39])=[C:33]([F:42])[CH:32]=2)[CH3:30])=[O:13])=[CH:14][C:15]=1[F:16])([CH3:2])([CH3:3])[CH3:4] |f:1.2,3.4|. Procedure: (4-tert-Butyl-3,5-difluorophenoxy)acetic acid (166 mg, 0.68 mmol), 2-chloro-1,3-dimethylimidazolinium chloride (CDI) (110 mg, 0.68 mmol), triethylamine (0.5 ml) and N-{4-[(1R)-1-aminoethyl]-2-fluorophenyl}methanesulfonamide hydrochloride (183 mg, 0.68 mmol) were mixed by the same procedure as described in Example 1(e) to give 115 mg (37%) of the title compound as a white solid.